This data is from the Open Reaction Database (ORD), a public repository of structured organic reaction records. The task is: describe an organic reaction: reactants, conditions, products, and yield Starting materials: O=C(O)c1cc(Cl)ccc1COc1ccc(F)c(F)c1, Cl, COC(=O)c1ccc(C(C)N)cc1. Yields the product COC(=O)c1ccc(C(C)NC(=O)c2cc(Cl)ccc2COc2ccc(F)c(F)c2)cc1. RXN SMILES: [Cl:1][c:2]1[cH:3][cH:4][c:5]([CH2:11][O:12][c:13]2[cH:14][c:15]([F:20])[c:16]([F:19])[cH:17][cH:18]2)[c:6]([C:7](=[O:8])[OH:9])[cH:10]1.[ClH:21].[NH2:22][CH:23]([CH3:24])[c:25]1[cH:26][cH:27][c:28]([C:29](=[O:30])[O:31][CH3:32])[cH:33][cH:34]1>>[Cl:1][c:2]1[cH:3][cH:4][c:5]([CH2:11][O:12][c:13]2[cH:14][c:15]([F:20])[c:16]([F:19])[cH:17][cH:18]2)[c:6]([C:7](=[O:9])[NH:22][CH:23]([CH3:24])[c:25]2[cH:26][cH:27][c:28]([C:29](=[O:30])[O:31][CH3:32])[cH:33][cH:34]2)[cH:10]1. The reactants are COC1=CC=C(CS)C=C1 (p-methoxybenzylmercaptan), ClC=1C=NC=CC1C#N (3-chloro-4-cyanopyridine). Run in C[O-].[Na+] (sodium methoxide), CO (methanol), C(C)#N (acetonitrile). Product: C(#N)C1=C(C=NC=C1)SCC1=CC=C(C=C1)OC (4-Cyano-3-(4-methoxyphenyl)methylmercaptopyridine). Yield: 59.5%. RXN SMILES: [CH3:1][O:2][C:3]1[CH:10]=[CH:9][C:6]([CH2:7][SH:8])=[CH:5][CH:4]=1.Cl[C:12]1[CH:13]=[N:14][CH:15]=[CH:16][C:17]=1[C:18]#[N:19]>C[O-].[Na+].CO.C(#N)C>[C:18]([C:17]1[CH:16]=[CH:15][N:14]=[CH:13][C:12]=1[S:8][CH2:7][C:6]1[CH:9]=[CH:10][C:3]([O:2][CH3:1])=[CH:4][CH:5]=1)#[N:19] |f:2.3|. Procedure: A solution of 6.2 g (40 mmol) of p-methoxybenzylmercaptan in 9.8 mL of 4.4M sodium methoxide in methanol was added dropwise to a solution of 5.52 g (40 mmol) of 3-chloro-4-cyanopyridine in dry acetonitrile that has been cooled in an ice bath. After addition was complete the solution was allowed to warm to room temperature over 2 hours. The solvent was concentrated and the residue was partitioned between dichloromethane and water. The aqueous layer was extracted with two portions of dichlorometha... Reactants: C(C)OC(C(C)(OC1=CC(=CC=C1)N(C(CC=1C(=NC(=CC1)C1=CC=C(C=C1)C(F)(F)F)C)=O)C)C)=O (2-methyl-2-[3-(methyl-{2-[2-methyl-6-(4-trifluoromethyl-phenyl)-pyridin-3-yl]-acetyl}-amino)-phenoxy]-propionic acid ethyl ester), [Li+].[OH-] (LiOH), ice HCl. The solvent is C1CCOC1.CO (THF MeOH). Run at time 6 hour. Yields the product CC(C(=O)O)(C)OC1=CC(=CC=C1)N(C(CC=1C(=NC(=CC1)C1=CC=C(C=C1)C(F)(F)F)C)=O)C (2-Methyl-2-[3-(methyl-{2-[2-methyl-6-(4-trifluoromethyl-phenyl)-pyridin-3-yl]-acetyl}-amino)-phenoxy]-propionic acid). As a reaction SMILES: C([O:3][C:4](=[O:37])[C:5]([CH3:36])([O:7][C:8]1[CH:13]=[CH:12][CH:11]=[C:10]([N:14]([CH3:35])[C:15](=[O:34])[CH2:16][C:17]2[C:18]([CH3:33])=[N:19][C:20]([C:23]3[CH:28]=[CH:27][C:26]([C:29]([F:32])([F:31])[F:30])=[CH:25][CH:24]=3)=[CH:21][CH:22]=2)[CH:9]=1)[CH3:6])C.[Li+].[OH-]>C1COCC1.CO>[CH3:36][C:5]([O:7][C:8]1[CH:13]=[CH:12][CH:11]=[C:10]([N:14]([CH3:35])[C:15](=[O:34])[CH2:16][C:17]2[C:18]([CH3:33])=[N:19][C:20]([C:23]3[CH:24]=[CH:25][C:26]([C:29]([F:32])([F:31])[F:30])=[CH:27][CH:28]=3)=[CH:21][CH:22]=2)[CH:9]=1)([CH3:6])[C:4]([OH:37])=[O:3] |f:1.2,3.4|. Procedure details: 0.50 g (0.97 mmol) of the above prepared 2-methyl-2-[3-(methyl-{2-[2-methyl-6-(4-trifluoromethyl-phenyl)-pyridin-3-yl]-acetyl}-amino)-phenoxy]-propionic acid ethyl ester was dissolved in 15 ml of THF/MeOH=2:1. To the stirred solution was added 1.16 ml of a LiOH-solution (1 molar in water). After 6 hours, the reaction mixture was poured into crashed ice/HCl and extracted twice with CH2Cl2; the organic layers were washed with water, dried over magnesium sulfate, filtered and evaporated to give 0.4...